The task is: describe an organic reaction: reactants, conditions, products, and yield. This data is from the Open Reaction Database (ORD), a public repository of structured organic reaction records. Reactants: COC(=O)c1ccc2[nH]cc(C3=CCN(C(=O)OC(C)(C)C)CC3)c2c1, CCO, O=C[O-], [NH4+], [Pd]. Yields the product COC(=O)c1ccc2[nH]cc(C3CCN(C(=O)OC(C)(C)C)CC3)c2c1. RXN SMILES: [C:1]([CH3:2])([CH3:3])([CH3:4])[O:5][C:6](=[O:7])[N:8]1[CH2:9][CH2:10][C:11]([c:14]2[cH:15][nH:16][c:17]3[cH:18][cH:19][c:20]([C:23](=[O:24])[O:25][CH3:26])[cH:21][c:22]23)=[CH:12][CH2:13]1.[CH3:31][CH2:32][OH:33].[CH:27]([O-:28])=[O:29].[NH4+:30].[Pd:34]>>[C:1]([CH3:2])([CH3:3])([CH3:4])[O:5][C:6](=[O:7])[N:8]1[CH2:9][CH2:10][CH:11]([c:14]2[cH:15][nH:16][c:17]3[cH:18][cH:19][c:20]([C:23](=[O:24])[O:25][CH3:26])[cH:21][c:22]23)[CH2:12][CH2:13]1. RXN SMILES: [CH3:39][C:40]([CH3:41])([CH3:42])[OH:43].[CH3:57][CH2:58][O:59][C:60]([CH3:61])=[O:62].[CH:1](=[CH2:2])[c:3]1[n:4][cH:5][cH:6][c:7]([CH:9]([CH2:10][CH3:11])[NH:12][C:13](=[O:14])[c:15]2[c:16]3[c:17]([cH:18][n:19][cH:20]2)[n:21](-[c:24]2[cH:25][cH:26][c:27]([F:30])[cH:28][cH:29]2)[n:22][cH:23]3)[cH:8]1.[I+3:44]([O-:45])([O-:46])([O-:47])[O-:48].[Na+:49].[O:50]1[CH2:51][CH2:52][O:53][CH2:54][CH2:55]1.[OH2:56].[n:31]1[c:32]([CH3:33])[cH:34][cH:35][cH:36][c:37]1[CH3:38]>>[CH:1]([c:3]1[n:4][cH:5][cH:6][c:7]([CH:9]([CH2:10][CH3:11])[NH:12][C:13](=[O:14])[c:15]2[c:16]3[c:17]([cH:18][n:19][cH:20]2)[n:21](-[c:24]2[cH:25][cH:26][c:27]([F:30])[cH:28][cH:29]2)[n:22][cH:23]3)[cH:8]1)=[O:43]. Yields the product CCC(NC(=O)c1cncc2c1cnn2-c1ccc(F)cc1)c1ccnc(C=O)c1. Reactants: CC(C)(C)O, CCOC(C)=O, C=Cc1cc(C(CC)NC(=O)c2cncc3c2cnn3-c2ccc(F)cc2)ccn1, [O-][I+3]([O-])([O-])[O-], [Na+], C1COCCO1, O, Cc1cccc(C)n1. Starting materials: CCOC(C)=O, CS(C)=O, Cl, O=C(c1ccccc1)c1cc(F)ccc1F, O. Product: O=C(c1ccccc1)c1cc(F)ccc1S. As a reaction SMILES: [CH3:18][CH2:19][O:20][C:21](=[O:22])[CH3:23].[CH3:25][S:26]([CH3:27])=[O:28].[ClH:17].[F:1][c:2]1[c:3]([C:4](=[O:5])[c:6]2[cH:7][cH:8][cH:9][cH:10][cH:11]2)[cH:12][c:13]([F:16])[cH:14][cH:15]1.[OH2:24]>>[c:2]1([SH:26])[c:3]([C:4](=[O:5])[c:6]2[cH:7][cH:8][cH:9][cH:10][cH:11]2)[cH:12][c:13]([F:16])[cH:14][cH:15]1. Reactants: C(C1=CC=CC=C1)OC=1C(N(C=NC1C=1OC(=NN1)CC1=CC=C(C=C1)F)C)=O (5-benzyloxy-6-[5-(4-fluoro-benzyl)-[1,3,4]oxadiazol-2-yl]-3-methyl-3H-pyrimidin-4-one), C(=O)(C(F)(F)F)O.C(Cl)Cl (TFA CH2Cl2). Product: FC1=CC=C(CC2=NN=C(O2)C2=C(C(N(C=N2)C)=O)O)C=C1 (6-[5-(4-Fluoro-benzyl)-[1,3,4]oxadiazol-2-yl]-5-hydroxy-3-methyl-3H-pyrimidin-4-one). As a reaction SMILES: C([O:8][C:9]1[C:10](=[O:29])[N:11]([CH3:28])[CH:12]=[N:13][C:14]=1[C:15]1[O:16][C:17]([CH2:20][C:21]2[CH:26]=[CH:25][C:24]([F:27])=[CH:23][CH:22]=2)=[N:18][N:19]=1)C1C=CC=CC=1.C(O)(C(F)(F)F)=O.C(Cl)Cl>>[F:27][C:24]1[CH:23]=[CH:22][C:21]([CH2:20][C:17]2[O:16][C:15]([C:14]3[N:13]=[CH:12][N:11]([CH3:28])[C:10](=[O:29])[C:9]=3[OH:8])=[N:19][N:18]=2)=[CH:26][CH:25]=1 |f:1.2|. Procedure details: Reaction of 5-benzyloxy-6-[5-(4-fluoro-benzyl)-[1,3,4]oxadiazol-2-yl]-3-methyl-3H-pyrimidin-4-one and a 1:1 mixture of TFA/CH2Cl2 gave the debenzylated product in reasonable yield. Results are summarized below. Procedure: 541 g L-aspartic acid is dispersed with stirring in 1016 ml of deionised water in a beaker, with heating to 60° C. 592 g of a 25% by weight hydrochloric acid solution and then 164 g of magnesium oxide powder is added to the dispersion and stirred. After a clear solution is obtained, this is filtered as described in Example 1 and spray-dried to recover the substance in the form of a white powder with 100% yield. The substance obtained is identical to that obtained by Example 1. Solvent: O (water). Yield: 100.0%. Starting materials: N[C@@H](CC(=O)O)C(=O)O (L-aspartic acid), Cl (hydrochloric acid), [O-2].[Mg+2] (magnesium oxide). Run at temperature 60 celsius. Product: Cl.N[C@@H](CC(=O)[O-])C(=O)[O-].[Mg+2] (magnesium aspartate hydrochloride). RXN SMILES: [NH2:1][C@H:2]([C:7]([OH:9])=[O:8])[CH2:3][C:4]([OH:6])=[O:5].[ClH:10].[O-2].[Mg+2:12]>O>[ClH:10].[NH2:1][C@H:2]([C:7]([O-:9])=[O:8])[CH2:3][C:4]([O-:6])=[O:5].[Mg+2:12] |f:2.3,5.6.7|. Solvent: C(C)O (ethanol), C(C)O (ethanol). The yield is 92.8%. As a reaction SMILES: [NH2:1][C:2]1[N:7]=[C:6]([N:8]2[CH2:13][CH2:12][CH2:11][C@@H:10]([C:14]([O:16][CH2:17][CH3:18])=[O:15])[CH2:9]2)[CH:5]=[CH:4][C:3]=1[N+:19]([O-])=O.[H][H]>C(O)C.[Pd]>[NH2:19][C:3]1[CH:4]=[CH:5][C:6]([N:8]2[CH2:13][CH2:12][CH2:11][C@@H:10]([C:14]([O:16][CH2:17][CH3:18])=[O:15])[CH2:9]2)=[N:7][C:2]=1[NH2:1]. The reactants are NC1=C(C=CC(=N1)N1C[C@@H](CCC1)C(=O)OCC)[N+](=O)[O-] ((R)-ethyl 1-(6-amino-5-nitropyridin-2-yl)piperidine-3-carboxylate), [H][H] (hydrogen). Procedure details: To a solution of (R)-ethyl 1-(6-amino-5-nitropyridin-2-yl)piperidine-3-carboxylate (300 mg, 1.019 mmol) in ethanol (15 mL) was added a suspension of 10% palladium-on-carbon (200 mg) in ethanol under nitrogen atmosphere. The mixture was hydrogenated using a hydrogen balloon for 2 h at room temperature then was filtered through a pad of Celite. The filtrate was concentrated to afford (R)-ethyl 1-(5,6-diaminopyridin-2-yl)piperidine-3-carboxylate (250 mg) which was used without further purification. The reagents and catalysts are [Pd] (palladium-on-carbon). The product is NC=1C=CC(=NC1N)N1C[C@@H](CCC1)C(=O)OCC ((R)-ethyl 1-(5,6-diaminopyridin-2-yl)piperidine-3-carboxylate).